Task: describe an organic reaction: reactants, conditions, products, and yield. Dataset: the Open Reaction Database (ORD), a public repository of structured organic reaction records Reactants: paratoluenesulfonic acid, C(C(C)S)S (1,2-propanedithiol), O1C(=CC=C1)C=O (2-furaldehyde). Run in C1CCCCC1 (cyclohexane). Reaction conditions: time 25 minute. Product: O1C(=CC=C1)C1SCC(S1)C (2-(2-FURYL)-4-METHYL-1,3-DITHIOLANE). Reaction SMILES: [CH2:1]([SH:5])[CH:2]([SH:4])[CH3:3].[O:6]1[CH:10]=[CH:9][CH:8]=[C:7]1[CH:11]=O>C1CCCCC1>[O:6]1[CH:10]=[CH:9][CH:8]=[C:7]1[CH:11]1[S:4][CH:2]([CH3:3])[CH2:1][S:5]1. Procedure: Into a 100 ml reaction flask equipped with reflux condenser, thermometer and magnetic stirring bar and hot plate with magnetic stirring apparatus is placed 0.5 grams paratoluenesulfonic acid, 5 ml cyclohexane and 5.4 grams (0.05 moles) of 1,2-propanedithiol. Over a period of 25 minutes with stirring is added 4.8 grams (0.05 moles) of 2-furaldehyde. The reaction mass is then heated to reflux and refluxed for a period of 8 hours while removing water of reaction. At the end of the refluxing period,...